Dataset: the Open Reaction Database (ORD), a public repository of structured organic reaction records. Task: describe an organic reaction: reactants, conditions, products, and yield The reactants are CCCCCn1c2c(c3ccccc31)CCN(C(C)=O)C2, CO, CCOCC, Cl, [Na+], [OH-], O. Product: Cl, CCCCCn1c2c(c3ccccc31)CCNC2. RXN SMILES: [C:1](=[O:2])([CH3:3])[N:4]1[CH2:5][c:6]2[n:7]([CH2:17][CH2:18][CH2:19][CH2:20][CH3:21])[c:8]3[cH:9][cH:10][cH:11][cH:12][c:13]3[c:14]2[CH2:15][CH2:16]1.[CH3:26][OH:27].[CH3:28][CH2:29][O:30][CH2:31][CH3:32].[ClH:22].[Na+:24].[OH-:23].[OH2:25]>>[ClH:22].[NH:4]1[CH2:5][c:6]2[n:7]([CH2:17][CH2:18][CH2:19][CH2:20][CH3:21])[c:8]3[cH:9][cH:10][cH:11][cH:12][c:13]3[c:14]2[CH2:15][CH2:16]1. Starting materials: C(C)(C)(C)OC(=O)N1[C@H](CN(CC1)C(=O)OC(C)(C)C)C(=O)O ((2R)-1,4-bis(tert-butoxycarbonyl)-2-piperazinecarboxylic acid), B.C1CCOC1 (BH3.THF), CO (MeOH). The solvent is C1CCOC1 (THF). Conditions: temperature 60 celsius, time 1.5 hour. Yields the product OC[C@@H]1N(CCN(C1)C(=O)OC(C)(C)C)C(=O)OC(C)(C)C (di-tert-butyl (2R)-2-(hydroxymethyl)-1,4-piperazinedicarboxylate). Isolated yield 99.4%. RXN SMILES: [C:1]([O:5][C:6]([N:8]1[CH2:13][CH2:12][N:11]([C:14]([O:16][C:17]([CH3:20])([CH3:19])[CH3:18])=[O:15])[CH2:10][C@@H:9]1[C:21](O)=[O:22])=[O:7])([CH3:4])([CH3:3])[CH3:2].B.C1COCC1.CO>C1COCC1>[OH:22][CH2:21][C@H:9]1[CH2:10][N:11]([C:14]([O:16][C:17]([CH3:19])([CH3:20])[CH3:18])=[O:15])[CH2:12][CH2:13][N:8]1[C:6]([O:5][C:1]([CH3:4])([CH3:3])[CH3:2])=[O:7] |f:1.2|. Procedure details: A 250-mL round bottom flask was charged with (2R)-1,4-bis(tert-butoxycarbonyl)-2-piperazinecarboxylic acid (10.5 g, 31.8 mmol, ASW Medchem, New Brunswick, N.J.) under nitrogen. THF (20 mL) was added and the mixture was cooled in an ice bath. A solution of BH3.THF (1M in THF, 65 mL, 65.0 mmol, Sigma-Aldrich) was added over 10 min. The ice bath was removed and after 15 min, the flask was equipped with a reflux condenser and was the reaction was heated at 60° C. After 1.5 h, the mixture was cooled ... Starting materials: [OH-].[Na+] (sodium hydroxide), COC(COC=1C2=C(N=CN1)N(C(=C2C(C(=O)N)=O)CC)CC2=CC(=CC=C2)F)=O ([[5-(aminooxoacetyl)-6-ethyl-7-[(3-fluorophenyl)methyl]-7H-pyrrolo[2,3-d]pyrimidin-4-yl]oxy]acetic acid methyl ester), Cl (HCl). Solvent: CO (methanol). Run at time 22 hour. Yields the product NC(C(=O)C1=C(N(C=2N=CN=C(C21)OCC(=O)O)CC2=CC(=CC=C2)F)CC)=O ([[5-(aminooxoacetyl)-6-ethyl-7-[(3-fluorophenyl)methyl]-7H-pyrrolo[2,3-d]pyrimidin-4-yl]oxy]acetic acid). The yield is 37.3%. As a reaction SMILES: C[O:2][C:3](=[O:30])[CH2:4][O:5][C:6]1[C:7]2[C:14]([C:15](=[O:19])[C:16]([NH2:18])=[O:17])=[C:13]([CH2:20][CH3:21])[N:12]([CH2:22][C:23]3[CH:28]=[CH:27][CH:26]=[C:25]([F:29])[CH:24]=3)[C:8]=2[N:9]=[CH:10][N:11]=1.[OH-].[Na+].Cl>CO>[NH2:18][C:16](=[O:17])[C:15]([C:14]1[C:7]2[C:6]([O:5][CH2:4][C:3]([OH:30])=[O:2])=[N:11][CH:10]=[N:9][C:8]=2[N:12]([CH2:22][C:23]2[CH:28]=[CH:27][CH:26]=[C:25]([F:29])[CH:24]=2)[C:13]=1[CH2:20][CH3:21])=[O:19] |f:1.2|. Reported procedure: A mixture of 28 mg (0.067 mmol) of [[5-(aminooxoacetyl)-6-ethyl-7-[(3-fluorophenyl)methyl]-7H-pyrrolo[2,3-d]pyrimidin-4-yl]oxy]acetic acid methyl ester and 5 mL of methanol were treated with 0.05 mL of 2 M sodium hydroxide and stirred at ambient temperature for 22 hours. The reaction was adjusted to pH 3 by the addition of 1 M HCl and concentrated to provide 10 mg (40%) of [[5-(aminooxoacetyl)-6-ethyl-7-[(3-fluorophenyl)methyl]-7H-pyrrolo[2,3-d]pyrimidin-4-yl]oxy]acetic acid as a white solid. nm...